The task is: describe an organic reaction: reactants, conditions, products, and yield. This data is from the Open Reaction Database (ORD), a public repository of structured organic reaction records. RXN SMILES: [NH2:1][C:2]1[CH:3]=[CH:4][C:5]([F:19])=[C:6]([C@:8]2([CH3:18])[C:14]([F:16])([F:15])[CH2:13][O:12][CH2:11][C:10]([NH2:17])=[N:9]2)[CH:7]=1.[Cl:20][C:21]1[C:22]([C:29]([OH:31])=[O:30])=[N:23][CH:24]=[C:25]([C:27]#[N:28])[CH:26]=1>>[CH:29]([OH:31])=[O:30].[NH2:17][C:10]1[CH2:11][O:12][CH2:13][C:14]([F:15])([F:16])[C@:8]([C:6]2[CH:7]=[C:2]([NH:1][C:29](=[O:30])[C:22]3[C:21]([Cl:20])=[CH:26][C:25]([C:27]#[N:28])=[CH:24][N:23]=3)[CH:3]=[CH:4][C:5]=2[F:19])([CH3:18])[N:9]=1 |f:2.3|. Procedure: The coupling of (R)-5-(5-amino-2-fluorophenyl)-6,6-difluoro-5-methyl-2,5,6,7-tetrahydro-1,4-oxazepin-3-amine (intermediate A10A) and 3-chloro-5-cyano-pyridine-2-carboxylic acid (prepared according to Hori, A. et al., Int. Patent Application Publ. No. WO2009151098) yielded the title compound as a pale yellow solid. MS (ISP): m/z=438.1 [M+H]+. Reactants: NC=1C=CC(=C(C1)[C@]1(N=C(COCC1(F)F)N)C)F ((R)-5-(5-amino-2-fluorophenyl)-6,6-difluoro-5-methyl-2,5,6,7-tetrahydro-1,4-oxazepin-3-amine), ClC=1C(=NC=C(C1)C#N)C(=O)O (3-chloro-5-cyano-pyridine-2-carboxylic acid). Yields the product C(=O)O.NC=1COCC([C@@](N1)(C)C=1C=C(C=CC1F)NC(C1=NC=C(C=C1Cl)C#N)=O)(F)F ((R)-N-(3-(3-amino-6,6-difluoro-5-methyl-2,5,6,7-tetrahydro-1,4-oxazepin-5-yl)-4-fluorophenyl)-3-chloro-5-cyanopicolinamide formate). The reactants are O (H2O), C(=O)C=1C=C(C(=O)OC)C=CC1O (Methyl 3-formyl-4-hydroxybenzoate), C(=O)([O-])[O-].[K+].[K+] (K2CO3), CI (Methyl iodide). Solvent: C(C)OCC (diethyl ether), CN(C)C=O (DMF). Run at time 6 hour. Product: C(=O)C=1C=C(C(=O)OC)C=CC1OC (methyl 3-formyl-4-(methyloxy)benzoate). The yield is 101.2%. Reaction SMILES: [CH:1]([C:3]1[CH:4]=[C:5]([CH:10]=[CH:11][C:12]=1[OH:13])[C:6]([O:8][CH3:9])=[O:7])=[O:2].[C:14]([O-])([O-])=O.[K+].[K+].CI.O>CN(C=O)C.C(OCC)C>[CH:1]([C:3]1[CH:4]=[C:5]([CH:10]=[CH:11][C:12]=1[O:13][CH3:14])[C:6]([O:8][CH3:9])=[O:7])=[O:2] |f:1.2.3|. Procedure: Methyl 3-formyl-4-hydroxybenzoate (2.06 g, 11.4 mmol) and K2CO3 (2.36 g, 17.1 mmol) were stirred in 50 mL of DMF. Methyl iodide (1.42 mL, 22.8 mmol) was added via syringe, and the reaction was stirred for 6 hours at rt. The reaction was poured into H2O and diethyl ether, and the layers were separated. The organic layer was washed with brine, and the combined aqueous layers were extracted with diethyl ether. The combined organic layers were dried over MgSO4, filtered, and concentrated in vacuo to...